Dataset: the Open Reaction Database (ORD), a public repository of structured organic reaction records. Task: describe an organic reaction: reactants, conditions, products, and yield Reactants: C(C)(=O)OCC.CCCCCC (ethyl acetate hexane), ClC=1C=C(C=CC1Cl)C1(CN(CC1)C(C1=CC(=C(C(=C1)F)F)F)=O)CCCS(=O)(=O)[O-] (2-[3-(3,4-dichloro-phenyl)-1-(3,4,5-trifluoro-benzoyl)-pyrrolidin-3-yl]-ethyl-methanesulfonate), Cl.C1(=CC=CC=C1)C1(CCNCC1)C(=O)N (4-phenyl-piperidine-4-carboxylic acid amide hydrochloride). Run in CO.ClCCl (methanol dichloromethane). Product: ClC=1C=C(C=CC1Cl)C1(CN(CC1)C(C1=CC(=C(C(=C1)F)F)F)=O)CCN1CCC(CC1)(C(=O)N)C1=CC=CC=C1 (1-[2-[3-(3,4-dichloro-phenyl)-1-(3,4,5-trifluoro-benzoyl)-pyrrolidin-3-yl]-ethyl]-4-phenyl-piperidine-4-carboxylic acid amide). RXN SMILES: [Cl:1][C:2]1[CH:3]=[C:4]([C:9]2([CH2:25][CH2:26]CS([O-])(=O)=O)[CH2:13][CH2:12][N:11]([C:14](=[O:24])[C:15]3[CH:20]=[C:19]([F:21])[C:18]([F:22])=[C:17]([F:23])[CH:16]=3)[CH2:10]2)[CH:5]=[CH:6][C:7]=1[Cl:8].Cl.[C:33]1([C:39]2([C:45]([NH2:47])=[O:46])[CH2:44][CH2:43][NH:42][CH2:41][CH2:40]2)[CH:38]=[CH:37][CH:36]=[CH:35][CH:34]=1.C(OCC)(=O)C.CCCCCC>CO.ClCCl>[Cl:1][C:2]1[CH:3]=[C:4]([C:9]2([CH2:25][CH2:26][N:42]3[CH2:41][CH2:40][C:39]([C:33]4[CH:34]=[CH:35][CH:36]=[CH:37][CH:38]=4)([C:45]([NH2:47])=[O:46])[CH2:44][CH2:43]3)[CH2:13][CH2:12][N:11]([C:14](=[O:24])[C:15]3[CH:20]=[C:19]([F:21])[C:18]([F:22])=[C:17]([F:23])[CH:16]=3)[CH2:10]2)[CH:5]=[CH:6][C:7]=1[Cl:8] |f:1.2,3.4,5.6|. Reported procedure: Prepare by the method of example 27.3.1 using 2-[3-(3,4-dichloro-phenyl)-1-(3,4,5-trifluoro-benzoyl)-pyrrolidin-3-yl]-ethyl-methanesulfonate (1 mmol) and 4-phenyl-piperidine-4-carboxylic acid amide hydrochloride (0.29 g, 1.2 mmol). Chromatograph on silica gel eluting sequentially with 50% ethyl acetate/hexane and then 6% methanol/dichloromethane to give the title compound: Rf =0.45 (silica gel, 10% methanol in dichloromethane). Exact mass (FAB+): calculated for C37H46Cl2N3O5 calculated 682.2815.... RXN SMILES: [CH2:44]1[CH2:45][CH2:46][CH2:47][CH2:48][CH2:49]1.[CH2:8]([Li:9])[CH2:10][CH2:11][CH3:12].[CH3:18][C:19]([CH3:20])([CH3:21])[c:22]1[n:23][c:24]([C:33](=[O:34])[N:35]([O:36][CH3:37])[CH3:38])[n:25][c:26]([C:29]([CH3:30])([CH3:31])[CH3:32])[c:27]1[OH:28].[CH:1]([NH:2][CH:3]([CH3:4])[CH3:5])([CH3:6])[CH3:7].[O:39]1[CH2:40][CH2:41][CH2:42][CH2:43]1.[cH:13]1[cH:14][s:15][cH:16][n:17]1>>[cH:13]1[cH:14][s:15][c:16]([C:33]([c:24]2[n:23][c:22]([C:19]([CH3:18])([CH3:20])[CH3:21])[c:27]([OH:28])[c:26]([C:29]([CH3:30])([CH3:31])[CH3:32])[n:25]2)=[O:34])[n:17]1. The reactants are C1CCCCC1, [Li]CCCC, CON(C)C(=O)c1nc(C(C)(C)C)c(O)c(C(C)(C)C)n1, CC(C)NC(C)C, C1CCOC1, c1cscn1. The product is CC(C)(C)c1nc(C(=O)c2nccs2)nc(C(C)(C)C)c1O. RXN SMILES: [H-].[Na+].[C:3]1([CH2:9][N:10]2[C:22]3[CH:21]=[C:20]([CH3:23])[CH:19]=[C:18]([OH:24])[C:17]=3[C:16]3[C:11]2=[CH:12][CH:13]=[CH:14][C:15]=3[C:25](=[O:27])[NH2:26])[CH:8]=[CH:7][CH:6]=[CH:5][CH:4]=1.Br[CH2:29][C:30]([O:32][CH3:33])=[O:31]>CN(C=O)C.C1COCC1.C(OCC)(=O)C>[C:3]1([CH2:9][N:10]2[C:22]3[CH:21]=[C:20]([CH3:23])[CH:19]=[C:18]([O:24][CH2:29][C:30]([O:32][CH3:33])=[O:31])[C:17]=3[C:16]3[C:11]2=[CH:12][CH:13]=[CH:14][C:15]=3[C:25](=[O:27])[NH2:26])[CH:4]=[CH:5][CH:6]=[CH:7][CH:8]=1 |f:0.1|. Reactants: BrCC(=O)OC (methyl bromoacetate), [H-].[Na+] (Sodium hydride), oil, C1(=CC=CC=C1)CN1C2=CC=CC(=C2C=2C(=CC(=CC12)C)O)C(N)=O (9-[(phenyl)methyl]-2-methyl-4-hydroxy-5-carbamoyl carbazole), resultant mixture. Reaction conditions: time 10 minute. The yield is 75.0%. Solvent: C(C)(=O)OCC (ethyl acetate), CN(C)C=O (DMF), C1CCOC1 (THF). Yields the product C1(=CC=CC=C1)CN1C2=CC=CC(=C2C=2C(=CC(=CC12)C)OCC(=O)OC)C(N)=O ({9-[(phenyl)methyl]-2-methyl-5-carbamoylcarbazol-4-yl}oxyacetic acid, methyl ester). Procedure: 60% Sodium hydride in mineral oil (30.4 mg, 0.76 mM) was added to a solution of 9-[(phenyl)methyl]-2-methyl-4-hydroxy-5-carbamoyl carbazole (202 mg, 0.61 mM) in 21 mL DMF and 4.6 ml THF. After 10 minutes, methyl bromoacetate (77 μl, 0.482 mM) was added and the resultant mixture stirred at room temperature for 1.25 hours. The mixture was diluted with ethyl acetate and washed with H2O. The aqueous layer was extracted with ethyl acetate. The combined organic layers were extracted with saturated bri... Starting materials: ClC=1C(=NC=NC1Cl)N (5,6-dichloropyrimidin-4-amine), F[C@H]1C[C@@H](CN(C1)CC1=CC=C(C=C1)OC)N ((3S,5S)-5-fluoro-1-(4-methoxybenzyl)piperidin-3-amine), O(C1=CC=CC=C1)C1=CC=C(C=C1)B(O)O ((4-phenoxyphenyl)boronic acid), C(C=C)(=O)Cl (acryloyl chloride). The product is NC1=C(C(=NC=N1)N[C@@H]1CN(C[C@H](C1)F)C(C=C)=O)C1=CC=C(C=C1)OC1=CC=CC=C1 (1-((3S,5S)-3-((6-amino-5-(4-phenoxyphenyl)pyrimidin-4-yl)amino)-5-fluoropiperidin-1-yl)prop-2-en-1-one). Reaction SMILES: Cl[C:2]1[C:3]([NH2:9])=[N:4][CH:5]=[N:6][C:7]=1Cl.[F:10][C@@H:11]1[CH2:16][N:15]([CH2:17][C:18]2[CH:23]=CC(OC)=CC=2)[CH2:14][C@@H:13]([NH2:26])[CH2:12]1.[O:27]([C:34]1[CH:39]=[CH:38][C:37](B(O)O)=[CH:36][CH:35]=1)[C:28]1[CH:33]=[CH:32][CH:31]=[CH:30][CH:29]=1.C(Cl)(=[O:46])C=C>>[NH2:9][C:3]1[N:4]=[CH:5][N:6]=[C:7]([NH:26][C@H:13]2[CH2:12][C@H:11]([F:10])[CH2:16][N:15]([C:17](=[O:46])[CH:18]=[CH2:23])[CH2:14]2)[C:2]=1[C:37]1[CH:38]=[CH:39][C:34]([O:27][C:28]2[CH:33]=[CH:32][CH:31]=[CH:30][CH:29]=2)=[CH:35][CH:36]=1. Procedure: 1-((3S,5S)-3-((6-amino-5-(4-phenoxyphenyl)pyrimidin-4-yl)amino)-5-fluoropiperidin-1-yl)prop-2-en-1-one was prepared from 5,6-dichloropyrimidin-4-amine, (3S,5S)-5-fluoro-1-(4-methoxybenzyl)piperidin-3-amine, (4-phenoxyphenyl)boronic acid, and acryloyl chloride using methods B, C, hydrogenation, and F. HPLC: 97%. MS: m/z=434 [M+H]+. Reactants: CC(C)(C)[Si](C)(C)OCCCON1C(=O)c2ccccc2C1=O, CNN, ClCCl. Yields the product CC(C)(C)[Si](C)(C)OCCCON. As a reaction SMILES: [C:1]([CH3:2])([CH3:3])([CH3:4])[Si:5]([O:6][CH2:7][CH2:8][CH2:9][O:10][N:11]1[C:12](=[O:13])[c:14]2[c:15]([cH:16][cH:17][cH:18][cH:19]2)[C:20]1=[O:21])([CH3:22])[CH3:23].[CH3:24][NH:25][NH2:26].[Cl:27][CH2:28][Cl:29]>>[C:1]([CH3:2])([CH3:3])([CH3:4])[Si:5]([O:6][CH2:7][CH2:8][CH2:9][O:10][NH2:11])([CH3:22])[CH3:23].